Dataset: the Open Reaction Database (ORD), a public repository of structured organic reaction records. Task: describe an organic reaction: reactants, conditions, products, and yield Starting materials: BrC1=CC=C(CN2C(=C(C3=CC(=CC=C23)OC)C2(CC2)CC(=O)OC)C)C=C1 (Methyl [1-(1-(p-bromobenzyl)-5-methoxy-2-methyl-1H-indol-3-yl)cyclopropyl]acetate), CC(C)C[AlH]CC(C)C (DIBAH). The solvent is C1CCOC1 (THF). Conditions: temperature 0 celsius, time 2 hour. The product is BrC1=CC=C(CN2C(=C(C3=CC(=CC=C23)OC)C2(CC2)CCO)C)C=C1 (2-[1-(1-(4-Bromobenzyl)-5-methoxy-2-methyl-1H-indol-3-yl) cyclopropyl]ethanol). Isolated yield 77.0%. As a reaction SMILES: [Br:1][C:2]1[CH:28]=[CH:27][C:5]([CH2:6][N:7]2[C:15]3[C:10](=[CH:11][C:12]([O:16][CH3:17])=[CH:13][CH:14]=3)[C:9]([C:18]3([CH2:21][C:22](OC)=[O:23])[CH2:20][CH2:19]3)=[C:8]2[CH3:26])=[CH:4][CH:3]=1.CC(C[AlH]CC(C)C)C>C1COCC1>[Br:1][C:2]1[CH:28]=[CH:27][C:5]([CH2:6][N:7]2[C:15]3[C:10](=[CH:11][C:12]([O:16][CH3:17])=[CH:13][CH:14]=3)[C:9]([C:18]3([CH2:21][CH2:22][OH:23])[CH2:19][CH2:20]3)=[C:8]2[CH3:26])=[CH:4][CH:3]=1. Reported procedure: To a -78° C. solution of ester from Step 7 (442 mg, 1 mmol) in 5 mL THF was added DIBAH (1.5M in toluene, 2 mL, 3 mmol), and the mixture was stirred for 2 hours with slow warming to 0° C. The reaction mixture was partitioned between 1N HCl and ethyl acetate. The organic layer was washed with brine, dried over MgSO4 and evaporated. The residue was filtered through a plug of silica gel to give 319 mg of the title compound which was used without further purification.